Dataset: the Open Reaction Database (ORD), a public repository of structured organic reaction records. Task: describe an organic reaction: reactants, conditions, products, and yield The product is CC1=CC=CC=2C(C3=C(CCC21)C=CC=C3)(O)CCCN=CC3=CC=CC=C3 (1-methyl-10,11-dihydro-5-(3-benzylideneaminopropyl)-5-hydroxy-5H-dibenzo [a,d]cycloheptene). Run in C1(=CC=CC=C1)C (toluene), O (water), C1(=CC=CC=C1)C (toluene). Run at temperature 80 celsius. Procedure: To a 250 ml. 3-neck vessel, equipped with a stirrer, a dropping funnel and an ammonia coolant, are added 75 ml. of liquid ammonia, and it is treated by adding a sodium chip to obtain a stable blue color. A solution containing 22.2 g. of 1-methyl-10,11-dihydro-5H-dibenzo[a,d]cyclohepten-5-one in 50 ml. of dry toluene is added dropwise with stirring. Thereafter, 4.6 g. of sodium are added piece by piece over a 30-minute period. The mixture is stirred for an additional 30 minutes and a solution con... Reactants: N (ammonia), [Na] (sodium), CC1=CC=CC=2C(C3=C(CCC21)C=CC=C3)=O (1-methyl-10,11-dihydro-5H-dibenzo[a,d]cyclohepten-5-one), N (ammonia), N (ammonia), [Na] (sodium), ClCCCN (1-chloro-3-aminopropane). As a reaction SMILES: N.[Na].[CH3:3][C:4]1[C:14]2[CH2:13][CH2:12][C:11]3[CH:15]=[CH:16][CH:17]=[CH:18][C:10]=3[C:9](=[O:19])[C:8]=2[CH:7]=[CH:6][CH:5]=1.Cl[CH2:21][CH2:22][CH2:23][NH2:24]>O.C1(C)C=CC=CC=1>[CH3:3][C:4]1[C:14]2[CH2:13][CH2:12][C:11]3[CH:15]=[CH:16][CH:17]=[CH:18][C:10]=3[C:9]([CH2:21][CH2:22][CH2:23][N:24]=[CH:3][C:4]3[CH:14]=[CH:8][CH:7]=[CH:6][CH:5]=3)([OH:19])[C:8]=2[CH:7]=[CH:6][CH:5]=1 |^1:1|. Reactants: [Al+3], Brc1ccccc1, CC(C)CCC(=O)O, C#C, [Cl-], [Cl-], [Cl-], [Cl-]. The product is CC(C)CCC(=O)c1ccc(Br)cc1. RXN SMILES: [Al+3:11].[Br:3][c:4]1[cH:5][cH:6][cH:7][cH:8][cH:9]1.[CH3:15][CH:16]([CH2:17][CH2:18][C:19](=[O:20])[OH:21])[CH3:22].[CH:1]#[CH:2].[Cl-:10].[Cl-:12].[Cl-:13].[Cl-:14]>>[Br:3][c:4]1[cH:5][cH:6][c:7]([C:19]([CH2:18][CH2:17][CH:16]([CH3:15])[CH3:22])=[O:20])[cH:8][cH:9]1.